From a dataset of the Open Reaction Database (ORD), a public repository of structured organic reaction records. describe an organic reaction: reactants, conditions, products, and yield Reactants: [H-].[Na+] (NaH), FC=1C=C(C=CC1OC1=CC(=C(C=C1)F)C(F)(F)F)CO ((3-fluoro-4-(4-fluoro-3-(trifluoromethyl)phenoxy)-phenyl)methanol), ClC=1C=C2N(C(N1)=O)CCN2C(=O)OC(C)(C)C (tertbutyl 7-chloro-5-oxo-2,3-dihydroimidazo[1,2-c]pyrimidine-1(5H)-carboxylate). Yields the product FC=1C=C(COC=2C=C3N(C(N2)=O)CCN3)C=CC1OC1=CC(=C(C=C1)F)C(F)(F)F (7-((3-fluoro-4-(4-fluoro-3-(trifluoromethyl)phenoxy)benzyl)oxy)-2,3-dihydroimidaz-o[1,2-c]pyrimidin-5(1H)-one). RXN SMILES: [H-].[Na+].[F:3][C:4]1[CH:5]=[C:6]([CH2:22][OH:23])[CH:7]=[CH:8][C:9]=1[O:10][C:11]1[CH:16]=[CH:15][C:14]([F:17])=[C:13]([C:18]([F:21])([F:20])[F:19])[CH:12]=1.Cl[C:25]1[CH:26]=[C:27]2[N:34](C(OC(C)(C)C)=O)[CH2:33][CH2:32][N:28]2[C:29](=[O:31])[N:30]=1>>[F:3][C:4]1[CH:5]=[C:6]([CH:7]=[CH:8][C:9]=1[O:10][C:11]1[CH:16]=[CH:15][C:14]([F:17])=[C:13]([C:18]([F:19])([F:20])[F:21])[CH:12]=1)[CH2:22][O:23][C:25]1[CH:26]=[C:27]2[NH:34][CH2:33][CH2:32][N:28]2[C:29](=[O:31])[N:30]=1 |f:0.1|. Procedure: Prepared in a manner similar to that described for E65 using NaH (11.04 mg, 0.276 mmol), (3-fluoro-4-(4-fluoro-3-(trifluoromethyl)phenoxy)-phenyl)methanol (56.0 mg, 0.184 mmol) and tertbutyl 7-chloro-5-oxo-2,3-dihydroimidazo[1,2-c]pyrimidine-1(5H)-carboxylate (50 mg, 0.18 mmol). Starting materials: IC1=CC=C(N)C=C1 (4-Iodoaniline), C(C)OC=C(C(=O)OCC)C(=O)OCC (diethyl ethoxymethylenemalonate), C1(=CC=CC=C1)OC1=CC=CC=C1 (diphenyl ether). The solvent is C(C)O (ethanol). Product: OC1=C(C=NC2=CC=C(C=C12)I)C(=O)OCC (ethyl 4-hydroxy-6-iodoquinoline-3-carboxylate). As a reaction SMILES: [I:1][C:2]1[CH:8]=[CH:7][C:5]([NH2:6])=[CH:4][CH:3]=1.C([O:11][CH:12]=[C:13]([C:19](OCC)=O)[C:14]([O:16][CH2:17][CH3:18])=[O:15])C.C1(OC2C=CC=CC=2)C=CC=CC=1>C(O)C>[OH:11][C:12]1[C:7]2[C:5](=[CH:4][CH:3]=[C:2]([I:1])[CH:8]=2)[N:6]=[CH:19][C:13]=1[C:14]([O:16][CH2:17][CH3:18])=[O:15]. Procedure: 4-Iodoaniline (8.60 g) and diethyl ethoxymethylenemalonate (7.90 mL) are heated at 130° C. for 1 hour. The reaction is cooled to room temperature and 60 mL diphenyl ether is added. The solution is heated at 250° C. for 1.5 hours with removal of ethanol by a Dean-Stark trap. The reaction is cooled to room temperature and the resulting solid is filtered, washed with hexanes, and dried to yield 11.20 g of ethyl 4-hydroxy-6-iodoquinoline-3-carboxylate. A mixture of this ester (0.58 g) and 4-chlorobe... Reactants: NC(CO)C(=O)O, Cc1ccc(S(=O)(=O)Cl)cc1. Yields the product Cc1ccc(S(=O)(=O)NC(CO)C(=O)O)cc1. Reaction SMILES: [NH2:1][CH:2]([CH2:3][OH:4])[C:5](=[O:6])[OH:7].[c:8]1([CH3:18])[cH:9][cH:10][c:11]([S:14](=[O:15])(=[O:16])[Cl:17])[cH:12][cH:13]1>>[NH:1]([CH:2]([CH2:3][OH:4])[C:5](=[O:6])[OH:7])[S:14]([c:11]1[cH:10][cH:9][c:8]([CH3:18])[cH:13][cH:12]1)(=[O:15])=[O:16]. The reactants are O=C([O-])[O-], CS(=O)(=O)OCCc1cccc(N2CCCC2)c1, CC#N, Cl, [K+], [K+], OC1CCNC1. Product: OC1CCN(CCc2cccc(N3CCCC3)c2)C1. As a reaction SMILES: [C:26](=[O:27])([O-:28])[O-:29].[CH3:1][S:2]([O:3][CH2:6][CH2:7][c:8]1[cH:9][c:10]([N:14]2[CH2:15][CH2:16][CH2:17][CH2:18]2)[cH:11][cH:12][cH:13]1)(=[O:4])=[O:5].[CH3:32][C:33]#[N:34].[ClH:19].[K+:30].[K+:31].[NH:20]1[CH2:21][CH:22]([OH:25])[CH2:23][CH2:24]1>>[CH2:6]([CH2:7][c:8]1[cH:9][c:10]([N:14]2[CH2:15][CH2:16][CH2:17][CH2:18]2)[cH:11][cH:12][cH:13]1)[N:20]1[CH2:21][CH:22]([OH:25])[CH2:23][CH2:24]1. The reactants are NC1(C[C@H](CC1)C1=CC=C(C=C1)Br)C(=O)O ((3S)-1-amino-3-(4-bromophenyl)cyclopentanecarboxylic acid), CO (MeOH), S(=O)(Cl)Cl (thionyl chloride). Conditions: temperature 70 celsius. Yields the product NC1(C[C@H](CC1)C1=CC=C(C=C1)Br)C(=O)OC ((3S)-methyl 1-amino-3-(4-bromophenyl)cyclopentanecarboxylate). Reaction SMILES: [NH2:1][C:2]1([C:14]([OH:16])=[O:15])[CH2:6][CH2:5][C@H:4]([C:7]2[CH:12]=[CH:11][C:10]([Br:13])=[CH:9][CH:8]=2)[CH2:3]1.S(Cl)(Cl)=O.[CH3:21]O>>[NH2:1][C:2]1([C:14]([O:16][CH3:21])=[O:15])[CH2:6][CH2:5][C@H:4]([C:7]2[CH:12]=[CH:11][C:10]([Br:13])=[CH:9][CH:8]=2)[CH2:3]1. Procedure: To a heterogeneous mixture of (3S)-1-amino-3-(4-bromophenyl)cyclopentanecarboxylic acid (I-1C, 14 g, 49.3 mmol) in MeOH (250 mL) was added thionyl chloride (36.0 mL, 493 mmol) dropwise over a period of 20 minutes at room temperature via an additional funnel (exothermic). The reaction mixture was placed in an oil bath and heated to 70° C. for 4 hours. The solvent was removed under vacuum, with the residue being dissolved in ethyl acetate (200 mL) and washed twice with 1N NaOH. The organic layer w... Reactants: C(C)OC(=O)C1(CC1)C1=CC=C(C=C1)C1=CC=C(C=C1)C1=C(C(=NO1)C)N (1-[4′-(4-amino-3-methyl-isoxazol-5-yl)-biphenyl-4-yl]-cyclopropanecarboxylic acid ethyl ester), BrC1=CC(=CC=C1)Br (1,3-dibromo-benzene). Product: C(C)OC(=O)C1(CC1)C1=CC=C(C=C1)C1=CC=C(C=C1)C1=C(C(=NO1)C)NC1=CC(=CC=C1)Br (1-{4′-[4-(3-Bromo-phenylamino)-3-methyl-isoxazol-5-yl]-biphenyl-4-yl}-cyclopropanecarboxylic acid ethyl ester). Reaction SMILES: [CH2:1]([O:3][C:4]([C:6]1([C:9]2[CH:14]=[CH:13][C:12]([C:15]3[CH:20]=[CH:19][C:18]([C:21]4[O:25][N:24]=[C:23]([CH3:26])[C:22]=4[NH2:27])=[CH:17][CH:16]=3)=[CH:11][CH:10]=2)[CH2:8][CH2:7]1)=[O:5])[CH3:2].[Br:28][C:29]1[CH:34]=[CH:33][CH:32]=[C:31](Br)[CH:30]=1>>[CH2:1]([O:3][C:4]([C:6]1([C:9]2[CH:10]=[CH:11][C:12]([C:15]3[CH:20]=[CH:19][C:18]([C:21]4[O:25][N:24]=[C:23]([CH3:26])[C:22]=4[NH:27][C:31]4[CH:32]=[CH:33][CH:34]=[C:29]([Br:28])[CH:30]=4)=[CH:17][CH:16]=3)=[CH:13][CH:14]=2)[CH2:8][CH2:7]1)=[O:5])[CH3:2]. Reported procedure: Prepared according to the procedure described in Example 68, Step 2, using 1-[4′-(4-amino-3-methyl-isoxazol-5-yl)-biphenyl-4-yl]-cyclopropanecarboxylic acid ethyl ester and 1,3-dibromo-benzene. The reactants are CS(C)=O, CSc1nc(Cl)c(C=O)c(Nc2ccccc2Cl)n1, [H-], [Na+], Oc1ccccc1. The product is CSc1nc(Nc2ccccc2Cl)c(C=O)c(Oc2ccccc2)n1. Reaction SMILES: [CH3:29][S:30]([CH3:31])=[O:32].[Cl:1][c:2]1[n:3][c:4]([S:18][CH3:19])[n:5][c:6]([NH:10][c:11]2[c:12]([Cl:17])[cH:13][cH:14][cH:15][cH:16]2)[c:7]1[CH:8]=[O:9].[H-:21].[Na+:20].[OH:22][c:23]1[cH:24][cH:25][cH:26][cH:27][cH:28]1>>[c:2]1([O:22][c:23]2[cH:24][cH:25][cH:26][cH:27][cH:28]2)[n:3][c:4]([S:18][CH3:19])[n:5][c:6]([NH:10][c:11]2[c:12]([Cl:17])[cH:13][cH:14][cH:15][cH:16]2)[c:7]1[CH:8]=[O:9].